Dataset: the Open Reaction Database (ORD), a public repository of structured organic reaction records. Task: describe an organic reaction: reactants, conditions, products, and yield Starting materials: CC#N, C=O, CC(=O)O, C1CCOC1, O, O, CS(=O)(=O)Nn1c(=O)[nH]c2cc(C(F)(F)F)c(NCCO)cc2c1=O. The product is CN(CCO)c1cc2c(=O)n(NS(C)(=O)=O)c(=O)[nH]c2cc1C(F)(F)F. As a reaction SMILES: [C:38](#[N:39])[CH3:40].[CH2:26]=[O:27].[CH3:28][C:29](=[O:30])[OH:31].[O:32]1[CH2:33][CH2:34][CH2:35][CH2:36]1.[OH2:37].[OH2:41].[OH:1][CH2:2][CH2:3][NH:4][c:5]1[cH:6][c:7]2[c:8](=[O:25])[n:9]([NH:20][S:21](=[O:22])(=[O:23])[CH3:24])[c:10](=[O:19])[nH:11][c:12]2[cH:13][c:14]1[C:15]([F:16])([F:17])[F:18]>>[OH:1][CH2:2][CH2:3][N:4]([c:5]1[cH:6][c:7]2[c:8](=[O:25])[n:9]([NH:20][S:21](=[O:22])(=[O:23])[CH3:24])[c:10](=[O:19])[nH:11][c:12]2[cH:13][c:14]1[C:15]([F:16])([F:17])[F:18])[CH3:28]. The reactants are FC(C(=O)O)(F)F.FC(C(=O)O)(F)F.ClC=1C=NC=2NC=3C=CC=C(CCC4=C(C=CC(NC1N2)=C4)NC(=O)C4CCNCC4)C3 (N-[6-chloro-2,4,8,22-tetraazatetracyclo[14.3.1.1(3,7).1(9,13)]docosa-1(20), 3(22),4,6,9(21),10,12,16,18-nonaen-12-yl]piperidine-4-carboxamide bis(trifluoroacetate)), O1COC2=C1C=CC(=C2)C(=O)Cl (1,3-benzodioxole-5-carbonyl chloride). Product: FC(C(=O)O)(F)F.O1COC2=C1C=CC(=C2)C(=O)N2CCC(CC2)C(=O)NC=2C=CC=1NC3=C(C=NC(NC=4C=CC=C(CCC2C1)C4)=N3)Cl (1-(1,3-Benzodioxol-5-ylcarbonyl)-N-[6-chloro-2,4,8,22-tetraazatetracyclo[14.3.1.1(3,7).1(9,13)]docosa-1(20),3(22),4,6,9(21),10,12,16,18-nonaen-12-yl]piperidine-4-carboxamide trifluoroacetate). The yield is 16.0%. RXN SMILES: [F:1][C:2]([F:7])([F:6])[C:3]([OH:5])=[O:4].FC(F)(F)C(O)=O.[Cl:15][C:16]1[CH:17]=[N:18][C:19]2[NH:20][C:21]3[CH:22]=[CH:23][CH:24]=[C:25]([CH:46]=3)[CH2:26][CH2:27][C:28]3[CH:36]=[C:32]([NH:33][C:34]=1[N:35]=2)[CH:31]=[CH:30][C:29]=3[NH:37][C:38]([CH:40]1[CH2:45][CH2:44][NH:43][CH2:42][CH2:41]1)=[O:39].[O:47]1[C:51]2[CH:52]=[CH:53][C:54]([C:56](Cl)=[O:57])=[CH:55][C:50]=2[O:49][CH2:48]1>>[F:1][C:2]([F:7])([F:6])[C:3]([OH:5])=[O:4].[O:47]1[C:51]2[CH:52]=[CH:53][C:54]([C:56]([N:43]3[CH2:44][CH2:45][CH:40]([C:38]([NH:37][C:29]4[CH:30]=[CH:31][C:32]5[NH:33][C:34]6[N:35]=[C:19]([NH:20][C:21]7[CH:22]=[CH:23][CH:24]=[C:25]([CH:46]=7)[CH2:26][CH2:27][C:28]=4[CH:36]=5)[N:18]=[CH:17][C:16]=6[Cl:15])=[O:39])[CH2:41][CH2:42]3)=[O:57])=[CH:55][C:50]=2[O:49][CH2:48]1 |f:0.1.2,4.5|. Procedure details: The desired compound was prepared according to the procedure of Example A20, using N-[6-chloro-2,4,8,22-tetraazatetracyclo[14.3.1.1(3,7).1(9,13)]docosa-1(20), 3(22),4,6,9(21),10,12,16,18-nonaen-12-yl]piperidine-4-carboxamide bis(trifluoroacetate) and 1,3-benzodioxole-5-carbonyl chloride as starting materials in 16% yield. LCMS for C32H30ClN6O4 (M+H)+: m/z=597.2. Reactants: [BH4-], CCOC(C)=O, CCO, [Na+], O=C(c1cc2cnc(NC3CCOCC3)nc2s1)c1ccccc1F. Yields the product OC(c1cc2cnc(NC3CCOCC3)nc2s1)c1ccccc1F. Reaction SMILES: [BH4-:26].[CH3:28][CH2:29][O:30][C:31](=[O:32])[CH3:33].[CH3:34][CH2:35][OH:36].[Na+:27].[O:1]1[CH2:2][CH2:3][CH:4]([NH:7][c:8]2[n:9][cH:10][c:11]3[c:12]([n:13]2)[s:14][c:15]([C:17]([c:18]2[c:19]([F:24])[cH:20][cH:21][cH:22][cH:23]2)=[O:25])[cH:16]3)[CH2:5][CH2:6]1>>[O:1]1[CH2:2][CH2:3][CH:4]([NH:7][c:8]2[n:9][cH:10][c:11]3[c:12]([n:13]2)[s:14][c:15]([CH:17]([c:18]2[c:19]([F:24])[cH:20][cH:21][cH:22][cH:23]2)[OH:25])[cH:16]3)[CH2:5][CH2:6]1. The reactants are 2-hydroxy-3-cyano-1,8-naphthyridines, NC1=C(C=O)C=CC=N1 (2-aminonicotinaldehyde), C(#N)CC(=O)OCC (ethyl α-cyanoacetate), N1CCCCC1 (piperidine). The solvent is C(C)O (ethanol). Run at time 1 hour. Yields the product OC1=NC2=NC=CC=C2C=C1C#N (2-Hydroxy-3-cyano-1,8-naphthyridine). Reaction SMILES: [NH2:1][C:2]1[N:9]=[CH:8][CH:7]=[CH:6][C:3]=1[CH:4]=O.[C:10]([CH2:12][C:13](OCC)=[O:14])#[N:11].N1CCCCC1>C(O)C>[OH:14][C:13]1[C:12]([C:10]#[N:11])=[CH:4][C:3]2[C:2](=[N:9][CH:8]=[CH:7][CH:6]=2)[N:1]=1. Procedure: A mixture of 2-aminonicotinaldehyde (2.44 g., 0.02 m), ethyl α-cyanoacetate (4.52 g., 0.04 m.), absolute ethanol (50 ml.) and piperidine (0.5 ml) is stirred under reflux. After 1 hour, the solution is cooled to 0°-4° C. The yellow solid is filtered and dried to yield 2.5 g. (73%) of 2-hydroxy-3-cyano-1,8-naphthyridines, m.p. 300° C. The reactants are COC(\C=C\C1=NC=CC=C1OCC1=CC=CC=C1)=O (3-(3-benzyloxy-2-pyridyl)-(2E)-2-propenoic acid methyl ester). The reagents and catalysts are [Pd] (palladium). Solvent: CO (methanol). The product is COC(CCC1=NC=CC=C1O)=O (3-(3-hydroxy-2-pyridyl)-propionic acid methyl ester). The yield is 87.9%. Reaction SMILES: [CH3:1][O:2][C:3](=[O:20])/[CH:4]=[CH:5]/[C:6]1[C:11]([O:12]CC2C=CC=CC=2)=[CH:10][CH:9]=[CH:8][N:7]=1>CO.[Pd]>[CH3:1][O:2][C:3](=[O:20])[CH2:4][CH2:5][C:6]1[C:11]([OH:12])=[CH:10][CH:9]=[CH:8][N:7]=1. Procedure: In an autoclave, a solution of 11.5 g of 3-(3-benzyloxy-2-pyridyl)-(2E)-2-propenoic acid methyl ester in 125 ml of methanol is hydrogenated in the presence of 1.15 g of 10% palladium catalyst on activated carbon at an initial pressure of 32 bars for 2 hours at room temperature. The reaction mixture is filtered, the filter residue is washed with methanol and the filtrate is concentrated by evaporation. 6.8 g of 3-(3-hydroxy-2-pyridyl)-propionic acid methyl ester of melting point 94°-96° C. is obt... The reactants are C1(CC1)CN (cyclopropylmethanamine), ice, ClC1=NC(=CC(=N1)Cl)COCC(F)(F)F (2,4-dichloro-6-((2,2,2-trifluoroethoxy)methyl)pyrimidine). Solvent: CO (MeOH), C(C)#N (acetonitrile). Conditions: time 8 hour. The product is ClC1=NC(=CC(=N1)NCC1CC1)COCC(F)(F)F (2-Chloro-N-(cyclopropylmethyl)-6-((2,2,2-trifluoroethoxy)methyl)pyrimidin-4-amine). Reaction SMILES: [CH:1]1([CH2:4][NH2:5])[CH2:3][CH2:2]1.[Cl:6][C:7]1[N:12]=[C:11](Cl)[CH:10]=[C:9]([CH2:14][O:15][CH2:16][C:17]([F:20])([F:19])[F:18])[N:8]=1>CO.C(#N)C>[Cl:6][C:7]1[N:12]=[C:11]([NH:5][CH2:4][CH:1]2[CH2:3][CH2:2]2)[CH:10]=[C:9]([CH2:14][O:15][CH2:16][C:17]([F:20])([F:18])[F:19])[N:8]=1. Procedure: A solution of cyclopropylmethanamine (91 mg, 1.28 mmol) a in MeOH (2 mL) was added to an ice-cold solution of 2,4-dichloro-6-((2,2,2-trifluoroethoxy)methyl)pyrimidine (111 mg, 0.43 mmol) in acetonitrile (2 mL). The mixture was stirred at ambient temperature overnight. The solution was concentrated and purified by preparative HPLC to give the title compound as a solid, 72 mg (58%). Starting materials: Cl.C(C)(=O)OC=1C=C2C(=NC=NC2=CC1OC)NC1=CC(=CC=C1)C#C (4-(3-ethynylphenylamino)-7-methoxyquinazolin-6-yl acetate hydrochloride), N (ammonia). Solvent: CO (methanol). Reaction conditions: time 17 hour. Product: C(#C)C=1C=C(C=CC1)NC1=NC=NC2=CC(=C(C=C12)O)OC (4-(3-ethynylphenylamino)-7-methoxyquinazolin-6-ol). Yield: 72.0%. Reaction SMILES: Cl.C([O:5][C:6]1[CH:7]=[C:8]2[C:13](=[CH:14][C:15]=1[O:16][CH3:17])[N:12]=[CH:11][N:10]=[C:9]2[NH:18][C:19]1[CH:24]=[CH:23][CH:22]=[C:21]([C:25]#[CH:26])[CH:20]=1)(=O)C.N>CO>[C:25]([C:21]1[CH:20]=[C:19]([NH:18][C:9]2[C:8]3[C:13](=[CH:14][C:15]([O:16][CH3:17])=[C:6]([OH:5])[CH:7]=3)[N:12]=[CH:11][N:10]=2)[CH:24]=[CH:23][CH:22]=1)#[CH:26] |f:0.1|. Procedure details: A mixture of 4-(3-ethynylphenylamino)-7-methoxyquinazolin-6-yl acetate hydrochloride (10 g, 0.027 mol), methanol (250 ml) and 25% aqueous ammonia (8 ml, 0.106 mol, 3.93 equiv) was stirred at room temperature for 17 hours and then heated to reflux for 1.5 hours. The mixture was cooled and the precipitate was formed and isolated and dried to give 5.66 g product. MS (ESI) m/z: 307 (M+1). The reactants are BrC=1C=C(C=CC1CBr)C=1C(=CC=CC1)C#N (3'-bromo-4'-bromomethyl-1,1'-biphenyl-2-nitrile), C(C)(=O)[O-].[K+] (potassium acetate). Solvent: O (water), CN(C=O)C (dimethyl formamide). Reaction conditions: temperature 50 celsius. The product is BrC=1C=C(C=CC1COC(C)=O)C=1C(=CC=CC1)C#N (3'-Bromo-4'-acetoxymethyl-1,1'-biphenyl-2-nitrile). Yield: 64.1%. Reaction SMILES: [Br:1][C:2]1[CH:3]=[C:4]([C:10]2[C:11]([C:16]#[N:17])=[CH:12][CH:13]=[CH:14][CH:15]=2)[CH:5]=[CH:6][C:7]=1[CH2:8]Br.[C:18]([O-:21])(=[O:20])[CH3:19].[K+]>CN(C)C=O.O>[Br:1][C:2]1[CH:3]=[C:4]([C:10]2[C:11]([C:16]#[N:17])=[CH:12][CH:13]=[CH:14][CH:15]=2)[CH:5]=[CH:6][C:7]=1[CH2:8][O:21][C:18](=[O:20])[CH3:19] |f:1.2|. Procedure: To a solution of 662 mg (1.89 mmol) of 3'-bromo-4'-bromomethyl-1,1'-biphenyl-2-nitrile (Step D) in 10 mL of dry dimethyl formamide was added 925 mg (9.43 mmol) of potassium acetate. The reaction mixture was heated at 50° C. for 2 hours then diluted with 100 mL of water. The mixture was extracted with ethyl acetate (3×100 mL). The organic extracts were combined, washed with water (100 mL), saturated aqueous sodium bicarbonate (100 mL) and brine (100 mL). The solution was dried over magnesium sulf...